From a dataset of the Open Reaction Database (ORD), a public repository of structured organic reaction records. describe an organic reaction: reactants, conditions, products, and yield The reactants are C1(=C(C(=C(C(=C1Cl)Cl)Cl)Cl)Cl)S (PCTP), C1(=C(C(=C(C(=C1Cl)Cl)Cl)Cl)Cl)S (PCTP), S(=O)(=O)(O)O.NC(C)CC1=CC=CC=C1 (amphetamine sulfate), S(=O)(=O)([O-])[O-] (sulfate), NC(C)CC1=CC=CC=C1 (Amphetamine), SC1=C(C(=O)O)C=CC=N1.NC(C)CC1=CC=CC=C1 (MNA amphetamine). Reagents/catalysts: [Ag] (Silver). Run in C(Cl)Cl (CH2Cl2), aqueous saturated solution, C(=O)([O-])[O-].[K+].[K+] (K2CO3), C(Cl)Cl (CH2Cl2), C(Cl)Cl (CH2Cl2). Run at time 8 hour. Yields the product SC1=C(C(=O)O)C=CC=N1.NC(C)CC1=CC=CC=C1 (MNA amphetamine), SC1=C(C(=O)O)C=CC=N1.NC(C)CC1=CC=CC=C1.C1(=C(C(=C(C(=C1Cl)Cl)Cl)Cl)Cl)S (MNA amphetamine PCTP). Reaction SMILES: [NH2:1][CH:2]([CH2:4][C:5]1[CH:10]=[CH:9][CH:8]=[CH:7][CH:6]=1)[CH3:3].[SH:11][C:12]1[N:20]=[CH:19][CH:18]=[CH:17][C:13]=1[C:14]([OH:16])=[O:15].[NH2:21][CH:22]([CH2:24][C:25]1[CH:30]=[CH:29][CH:28]=[CH:27][CH:26]=1)[CH3:23].[C:31]1([SH:42])[C:36]([Cl:37])=[C:35]([Cl:38])[C:34]([Cl:39])=[C:33]([Cl:40])[C:32]=1[Cl:41].S(O)(O)(=O)=O.NC(CC1C=CC=CC=1)C.S([O-])([O-])(=O)=O>C([O-])([O-])=O.[K+].[K+].[Ag].C(Cl)Cl>[SH:11][C:12]1[N:20]=[CH:19][CH:18]=[CH:17][C:13]=1[C:14]([OH:16])=[O:15].[NH2:1][CH:2]([CH2:4][C:5]1[CH:10]=[CH:9][CH:8]=[CH:7][CH:6]=1)[CH3:3].[SH:11][C:12]1[N:20]=[CH:19][CH:18]=[CH:17][C:13]=1[C:14]([OH:16])=[O:15].[NH2:21][CH:22]([CH2:24][C:25]1[CH:30]=[CH:29][CH:28]=[CH:27][CH:26]=1)[CH3:23].[C:31]1([SH:42])[C:32]([Cl:41])=[C:33]([Cl:40])[C:34]([Cl:39])=[C:35]([Cl:38])[C:36]=1[Cl:37] |f:1.2,4.5,7.8.9,12.13,14.15.16|. Procedure: Detection and Quantification of Amphetamine using a Reactive Coating on Silver Foil: Silver foil was roughened and etched (Example 1d) followed by dip-coating in an CH2Cl2 solution of MNA/amphetamine containing 3 ppm of a CH2Cl2 solution of pentachlorothiolphenol (PCTP). The PCTP was used as an internal standard for quantification purposes. The coated foil surfaces were rinsed with ethanol to remove unbound MNA/amphetamine and PCTP. The MNA/amphetamine was synthesized by dissolving 363 mg amphet...